Dataset: the Open Reaction Database (ORD), a public repository of structured organic reaction records. Task: describe an organic reaction: reactants, conditions, products, and yield Reactants: O=C([O-])[O-], N#Cc1cccc(O)c1, CC(C)(C)OC(=O)NC(CCl)Cc1ccccc1, CN(C)C=O, [K+], [K+]. Product: CC(C)(C)OC(=O)NC(COc1cccc(C#N)c1)Cc1ccccc1. RXN SMILES: [C:19](=[O:20])([O-:21])[O-:22].[C:25](#[N:26])[c:27]1[cH:28][c:29]([OH:33])[cH:30][cH:31][cH:32]1.[CH2:1]([c:2]1[cH:3][cH:4][cH:5][cH:6][cH:7]1)[CH:8]([CH2:9][Cl:10])[NH:11][C:12]([O:13][C:14]([CH3:15])([CH3:16])[CH3:17])=[O:18].[CH3:34][N:35]([CH3:36])[CH:37]=[O:38].[K+:23].[K+:24]>>[CH2:1]([c:2]1[cH:3][cH:4][cH:5][cH:6][cH:7]1)[CH:8]([CH2:9][O:33][c:29]1[cH:28][c:27]([C:25]#[N:26])[cH:32][cH:31][cH:30]1)[NH:11][C:12]([O:13][C:14]([CH3:15])([CH3:16])[CH3:17])=[O:18]. The reactants are N#Cc1cccc(C(=O)CBr)c1, CCO, [K+], O, N#C[S-]. Yields the product N#CSCC(=O)c1cccc(C#N)c1. Reaction SMILES: [Br:1][CH2:2][C:3](=[O:4])[c:5]1[cH:6][c:7]([C:8]#[N:9])[cH:10][cH:11][cH:12]1.[CH3:18][CH2:19][OH:20].[K+:13].[OH2:17].[S-:14][C:15]#[N:16]>>[CH2:2]([C:3](=[O:4])[c:5]1[cH:6][c:7]([C:8]#[N:9])[cH:10][cH:11][cH:12]1)[S:14][C:15]#[N:16]. Reactants: O=C(C(=O)[O-])[C@](CCCCCCCCCCC)(OC(CCCCCCCCCCCCC)=O)CCC1=CC=CC=C1 ((R)-2-OXO-2-PHENYLETHYL-3-TETRADECANOYLOXYTETRADECANOATE), C(C)(=O)O (acetic acid). The reagents and catalysts are [Zn] (Zinc). Conditions: temperature 115 celsius. Product: C(C1=CC=CC=C1)[C@@H](C(=O)O)C(CCCCCCCCCCC)OC(CCCCCCCCCCCCC)=O ((R)-benzyl 3-(tetradecanoyloxy)tetradecanoic acid). Isolated yield 86.0%. RXN SMILES: O=C([C@@:6]([CH2:34][CH2:35][C:36]1[CH:41]=[CH:40][CH:39]=[CH:38][CH:37]=1)([O:18][C:19](=[O:33])[CH2:20][CH2:21][CH2:22][CH2:23][CH2:24][CH2:25][CH2:26][CH2:27][CH2:28][CH2:29][CH2:30][CH2:31][CH3:32])[CH2:7][CH2:8][CH2:9][CH2:10][CH2:11][CH2:12][CH2:13][CH2:14][CH2:15][CH2:16][CH3:17])C([O-])=O.[C:42]([OH:45])(=[O:44])C>[Zn]>[CH2:35]([C@H:34]([CH:6]([O:18][C:19](=[O:33])[CH2:20][CH2:21][CH2:22][CH2:23][CH2:24][CH2:25][CH2:26][CH2:27][CH2:28][CH2:29][CH2:30][CH2:31][CH3:32])[CH2:7][CH2:8][CH2:9][CH2:10][CH2:11][CH2:12][CH2:13][CH2:14][CH2:15][CH2:16][CH3:17])[C:42]([OH:45])=[O:44])[C:36]1[CH:37]=[CH:38][CH:39]=[CH:40][CH:41]=1. Reported procedure: Zinc dust (24.42 g, 373.3 mmol) was added to a solution of 46 (16.28 g, 28.42 mmol) in acetic acid (150 mL). The mixture was then heated to reflux (115° C.) for 3 h. The mixture was then concentrated in vacuo, and the residual pyridine removed by dissolving the residue in toluene (100 mL) and concentrating in vacuo. The resulting residue was by silica gel chromatography, eluting with a gradient of 0% through 30% ethyl acetate/hexanes to provide (R)-benzyl 3-(tetradecanoyloxy)tetradecanoic acid (...